Dataset: the Open Reaction Database (ORD), a public repository of structured organic reaction records. Task: describe an organic reaction: reactants, conditions, products, and yield Procedure details: 6-Iodo-1H-indazole (1.00 g, 4.10 mmol) was reacted with trimethylsilyl acetylene (0.61 mL, 4.30 mmol) in analogy to GP8a to give 675 mg (77%) of pure 6-(trimethylsilyl)ethynyl-1H-indazole. Isolated yield 76.8%. The product is C[Si](C)(C)C#CC1=CC=C2C=NNC2=C1 (6-(trimethylsilyl)ethynyl-1H-indazole). Reaction SMILES: I[C:2]1[CH:10]=[C:9]2[C:5]([CH:6]=[N:7][NH:8]2)=[CH:4][CH:3]=1.[CH3:11][Si:12]([C:15]#[CH:16])([CH3:14])[CH3:13]>>[CH3:11][Si:12]([C:15]#[C:16][C:2]1[CH:10]=[C:9]2[C:5]([CH:6]=[N:7][NH:8]2)=[CH:4][CH:3]=1)([CH3:14])[CH3:13]. Reactants: IC1=CC=C2C=NNC2=C1 (6-Iodo-1H-indazole), C[Si](C)(C)C#C (trimethylsilyl acetylene). Reactants: ice, C1(=CC=CC=C1)[C@@H]1CC[C@H](CC1)CC(=O)OCC (Trans ethyl 2-(4-phenylcyclohexyl)acetate), [Al+3].[Cl-].[Cl-].[Cl-] (AlCl3), BrCC(=O)Br (bromoacetyl bromide). The solvent is ClCCl (dichloromethane). Reaction conditions: time 1 hour. Product: BrCC(=O)C1=CC=C(C=C1)[C@@H]1CC[C@H](CC1)CC(=O)OCC (Trans ethyl {4-[4-(bromoacetyl)phenyl]cyclohexyl}acetate). Reaction SMILES: [C:1]1([C@H:7]2[CH2:12][CH2:11][C@H:10]([CH2:13][C:14]([O:16][CH2:17][CH3:18])=[O:15])[CH2:9][CH2:8]2)[CH:6]=[CH:5][CH:4]=[CH:3][CH:2]=1.[Al+3].[Cl-].[Cl-].[Cl-].[Br:23][CH2:24][C:25](Br)=[O:26]>ClCCl>[Br:23][CH2:24][C:25]([C:4]1[CH:5]=[CH:6][C:1]([C@H:7]2[CH2:8][CH2:9][C@H:10]([CH2:13][C:14]([O:16][CH2:17][CH3:18])=[O:15])[CH2:11][CH2:12]2)=[CH:2][CH:3]=1)=[O:26] |f:1.2.3.4|. Reported procedure: To a solution containing the product from Example 1B (1.5 g, 6.1 mmol) and AlCl3 (2.4 g, 18 mmol) in 10 mL of dichloromethane at 0° C. was added bromoacetyl bromide (0.55 mL, 6.2 mmol). The mixture was stirred at room temperature for 30 min, to one hour. Upon completion of the reaction as monitored by thin layer chromatography, the reaction mixture was poured into ice-cold water (100 mL), and extracted with dichloromethane (2×100 mL). The combined organic layers were washed with brine, dried ove... Starting materials: CC(=O)O, CCO, [H][H], O, CC(C)(C)OC(=O)N1CCC(O)(C#CCO)CC1. Product: CC(C)(C)OC(=O)N1CCC(O)(CCCO)CC1. Reaction SMILES: [CH3:19][C:20](=[O:21])[OH:22].[CH3:26][CH2:27][OH:28].[H:24][H:25].[OH2:23].[OH:1][C:2]1([C:15]#[C:16][CH2:17][OH:18])[CH2:3][CH2:4][N:5]([C:8](=[O:9])[O:10][C:11]([CH3:12])([CH3:13])[CH3:14])[CH2:6][CH2:7]1>>[OH:1][C:2]1([CH2:15][CH2:16][CH2:17][OH:18])[CH2:3][CH2:4][N:5]([C:8](=[O:9])[O:10][C:11]([CH3:12])([CH3:13])[CH3:14])[CH2:6][CH2:7]1. The reactants are CN1CCNCCC1 (N-methylhomopiperazine), ClCC=1NC2=C(N1)C=CC=C2 (2-chloromethylbenzimidazole). Yields the product CN1CCN(CCC1)CC=1NC2=C(N1)C=CC=C2 (2-(4-methyl-1-homopiperazinyl)methylbenzimidazole). Isolated yield 26.0%. RXN SMILES: [CH3:1][N:2]1[CH2:8][CH2:7][CH2:6][NH:5][CH2:4][CH2:3]1.Cl[CH2:10][C:11]1[NH:12][C:13]2[CH:19]=[CH:18][CH:17]=[CH:16][C:14]=2[N:15]=1>>[CH3:1][N:2]1[CH2:8][CH2:7][CH2:6][N:5]([CH2:10][C:11]2[NH:12][C:13]3[CH:19]=[CH:18][CH:17]=[CH:16][C:14]=3[N:15]=2)[CH2:4][CH2:3]1. Reported procedure: In the same manner as described in Reference Example 4, N-methylhomopiperazine (15 g) and 2-chloromethylbenzimidazole (10 g) are reacted, and the crude crystal thus obtained is recrystallized from toluene to give 2-(4-methyl-1-homopiperazinyl)methylbenzimidazole (3.81 g) as pale yellow prisms, m.p. 152°-155° C. Reactants: ClC1=NC2=CC(=CC(=C2C(=C1C)Cl)F)F (2,4-dichloro-5,7-difluoro-3-methylquinoline), C([O-])([O-])=O.[K+].[K+] (potassium carbonate), CC1=NC=CC(=C1)B(O)O (2-methylpyridin-4-ylboronic acid), palladium tetrakistriphenylphosphine. Run in C1(=CC=CC=C1)C (toluene). The product is ClC1=C(C(=NC2=CC(=CC(=C12)F)F)C1=CC(=NC=C1)C)C (4-chloro-5,7-difluoro-3-methyl-2-(2-methylpyridin-4-yl)quinoline). As a reaction SMILES: Cl[C:2]1[C:11]([CH3:12])=[C:10]([Cl:13])[C:9]2[C:4](=[CH:5][C:6]([F:15])=[CH:7][C:8]=2[F:14])[N:3]=1.[CH3:16][C:17]1[CH:22]=[C:21](B(O)O)[CH:20]=[CH:19][N:18]=1.C(=O)([O-])[O-].[K+].[K+]>C1(C)C=CC=CC=1>[Cl:13][C:10]1[C:9]2[C:4](=[CH:5][C:6]([F:15])=[CH:7][C:8]=2[F:14])[N:3]=[C:2]([C:21]2[CH:20]=[CH:19][N:18]=[C:17]([CH3:16])[CH:22]=2)[C:11]=1[CH3:12] |f:2.3.4|. Procedure details: The Suzuki coupled product was prepared according to Procedure F using 2,4-dichloro-5,7-difluoro-3-methylquinoline (0.50 g, 2.02 mmol), 2-methylpyridin-4-ylboronic acid (0.28 g, 2.02 mmol), palladium tetrakistriphenylphosphine (0.23 g, 0.20 mmol), potassium carbonate (0.56 g, 4.03 mmol) in toluene (4 mL) at 100° C. for 44 h to give 4-chloro-5,7-difluoro-3-methyl-2-(2-methylpyridin-4-yl)quinoline as a white solid. Mass Spectrum (ESI) m/e=305.0 (M+1).